Dataset: the Open Reaction Database (ORD), a public repository of structured organic reaction records. Task: describe an organic reaction: reactants, conditions, products, and yield Starting materials: C(=O)C1CCOC2=CC(=CC=C12)C#N (4-formyl-3,4-dihydro-2H-chromene-7-carbonitrile), CC1=C(C=CC=2C(OCC21)=O)CCN2CCNCC2 (4-methyl-5-[2-(piperazine-1-yl)ethyl]-2-benzofuran-1(3H)-one), C(C)(=O)O[BH-](OC(C)=O)OC(C)=O.[Na+] (sodium triacetoxyborohydride), CCN(C(C)C)C(C)C (DIPEA). Solvent: C(Cl)Cl (DCM), C(Cl)Cl (DCM). Run at time 16 hour. Yields the product CC1=C(C=CC=2C(OCC21)=O)CCN2CCN(CC2)CC2CCOC1=CC(=CC=C21)C#N (4-({4-[2-(4-Methyl-1-oxo-1,3-dihydro-2-benzofuran-5-yl)ethyl]piperazin-1-yl}methyl)-3,4-dihydro-2H-chromene-7-carbonitrile). RXN SMILES: [CH:1]([CH:3]1[C:12]2[C:7](=[CH:8][C:9]([C:13]#[N:14])=[CH:10][CH:11]=2)[O:6][CH2:5][CH2:4]1)=O.[CH3:15][C:16]1[C:24]2[CH2:23][O:22][C:21](=[O:25])[C:20]=2[CH:19]=[CH:18][C:17]=1[CH2:26][CH2:27][N:28]1[CH2:33][CH2:32][NH:31][CH2:30][CH2:29]1.C(O[BH-](OC(=O)C)OC(=O)C)(=O)C.[Na+].CCN(C(C)C)C(C)C>C(Cl)Cl>[CH3:15][C:16]1[C:24]2[CH2:23][O:22][C:21](=[O:25])[C:20]=2[CH:19]=[CH:18][C:17]=1[CH2:26][CH2:27][N:28]1[CH2:33][CH2:32][N:31]([CH2:1][CH:3]2[C:12]3[C:7](=[CH:8][C:9]([C:13]#[N:14])=[CH:10][CH:11]=3)[O:6][CH2:5][CH2:4]2)[CH2:30][CH2:29]1 |f:2.3|. Procedure details: To a solution of 4-formyl-3,4-dihydro-2H-chromene-7-carbonitrile (50 mg, 0.27 mmol) in DCM (3 mL) was added 4-methyl-5-[2-(piperazine-1-yl)ethyl]-2-benzofuran-1(3H)-one (57 mg, 0.27 mmol), sodium triacetoxyborohydride (27.0 mg, 0.267 mmol) and DIPEA (57 mg, 0.27 mmol). The reaction was stirred under nitrogen at room temperature for 16 hours when LC-MS indicated product formation. The mixture was diluted with DCM and the product was isolated by flash chromatography. LC-MS (IE, m/z): 432 [M+1]+. (...